This data is from the Open Reaction Database (ORD), a public repository of structured organic reaction records. The task is: describe an organic reaction: reactants, conditions, products, and yield The reactants are CC(C)(C)OC(=O)N1CCN(C(=O)c2ccccc2C(F)(F)F)CC1, ClCCl, O=C(O)C(F)(F)F. Yields the product O=C(c1ccccc1C(F)(F)F)N1CCNCC1. As a reaction SMILES: [C:1]([O:2][C:3](=[O:4])[N:8]1[CH2:9][CH2:10][N:11]([C:14]([c:15]2[c:16]([C:21]([F:22])([F:23])[F:24])[cH:17][cH:18][cH:19][cH:20]2)=[O:25])[CH2:12][CH2:13]1)([CH3:5])([CH3:6])[CH3:7].[Cl:33][CH2:34][Cl:35].[OH:26][C:27]([C:28]([F:29])([F:30])[F:31])=[O:32]>>[NH:8]1[CH2:9][CH2:10][N:11]([C:14]([c:15]2[c:16]([C:21]([F:22])([F:23])[F:24])[cH:17][cH:18][cH:19][cH:20]2)=[O:25])[CH2:12][CH2:13]1. The reactants are C(C)(C)(C)C1=C(OC2CCN(CC2)C(CC#N)=O)C=CC(=C1)F (3-[4-(2-tert-Butyl-4-fluorophenoxy)piperidin-1-yl]-3-oxopropanenitrile), [Cl-].[NH4+] (ammonium chloride), [N-]=[N+]=[N-].[Na+] (sodium azide). Solvent: CN(C)C=O (DMF). The product is C(C)(C)(C)C1=C(OC2CCN(CC2)C(CC2=NN=NN2)=O)C=CC(=C1)F (4-(2-tert-butyl-4-fluorophenoxy)-1-(1H-tetrazol-5-ylacetyl)piperidine). Yield: 15.2%. Reaction SMILES: [C:1]([C:5]1[CH:22]=[C:21]([F:23])[CH:20]=[CH:19][C:6]=1[O:7][CH:8]1[CH2:13][CH2:12][N:11]([C:14](=[O:18])[CH2:15][C:16]#[N:17])[CH2:10][CH2:9]1)([CH3:4])([CH3:3])[CH3:2].[Cl-].[NH4+].[N-:26]=[N+:27]=[N-:28].[Na+]>CN(C=O)C>[C:1]([C:5]1[CH:22]=[C:21]([F:23])[CH:20]=[CH:19][C:6]=1[O:7][CH:8]1[CH2:9][CH2:10][N:11]([C:14](=[O:18])[CH2:15][C:16]2[NH:28][N:27]=[N:26][N:17]=2)[CH2:12][CH2:13]1)([CH3:4])([CH3:2])[CH3:3] |f:1.2,3.4|. Reported procedure: 3-[4-(2-tert-Butyl-4-fluorophenoxy)piperidin-1-yl]-3-oxopropanenitrile (400 mg, 1.26 mmol) obtained in Example 237, ammonium chloride (101 mg, 1.89 mmol) and sodium azide (123 mg, 1.89 mmol) were stirred in DMF (15 mL) at 120° C. for 16 hr. The reaction mixture was cooled to room temperature, and partitioned between ethyl acetate and water. The ethyl acetate layer was washed with saturated brine, dried over anhydrous magnesium sulfate and filtered. The filtrate was concentrated under reduced pre... Reagents/catalysts: [Ni] (Raney nickel). Run in [OH-].[K+] (potassium hydroxide). Reaction SMILES: [NH2:1][C:2]1[C:3]([CH2:13]SC)=[C:4]([C:9]([F:12])([F:11])[F:10])[CH:5]=[CH:6][C:7]=1Cl.C(O)C>[OH-].[K+].[Ni]>[NH2:1][C:2]1[C:3]([CH3:13])=[C:4]([C:9]([F:10])([F:11])[F:12])[CH:5]=[CH:6][CH:7]=1 |f:2.3|. Reactants: NC=1C(=C(C=CC1Cl)C(F)(F)F)CSC (3-amino-4-chloro-2-methylthiomethylbenzotrifluoride), C(C)O (ethanol). Procedure details: Dissolve 2 g. of 3-amino-4-chloro-2-methylthiomethylbenzotrifluoride in 50 ml. of 90% ethanol which is 1N in potassium hydroxide. Add 2 teaspoonsful of Raney nickel (W-2). Stir at 70° C. for 3 hours, cool and filter. Add 50 ml. of water and extract three times with hexane. Dry the combined organic extracts and evaporate to yield the title compound. Yields the product NC=1C(=C(C=CC1)C(F)(F)F)C (3-Amino-2-methylbenzotrifluoride). Run at temperature 70 celsius, time 3 hour.